Dataset: the Open Reaction Database (ORD), a public repository of structured organic reaction records. Task: describe an organic reaction: reactants, conditions, products, and yield The reactants are CCOP(=O)(OCC)C1=CC(O)C(NC(C)=O)C(N=[N+]=[N-])C1, CCC(CC)OC(=N)C(Cl)(Cl)Cl. Yields the product CCOP(=O)(OCC)C1=CC(OC(CC)CC)C(NC(C)=O)C(N=[N+]=[N-])C1. Reaction SMILES: [C:1]([CH3:2])(=[O:3])[NH:4][CH:5]1[CH:6]([OH:22])[CH:7]=[C:8]([P:14]([O:15][CH2:16][CH3:17])(=[O:18])[O:19][CH2:20][CH3:21])[CH2:9][CH:10]1[N:11]=[N+:12]=[N-:13].[Cl:23][C:24]([Cl:25])([Cl:26])[C:32](=[NH:33])[O:34][CH:27]([CH2:28][CH3:29])[CH2:30][CH3:31]>>[C:1]([CH3:2])(=[O:3])[NH:4][CH:5]1[CH:6]([O:22][CH:27]([CH2:28][CH3:29])[CH2:30][CH3:31])[CH:7]=[C:8]([P:14]([O:15][CH2:16][CH3:17])(=[O:18])[O:19][CH2:20][CH3:21])[CH2:9][CH:10]1[N:11]=[N+:12]=[N-:13]. Reactants: [OH-].[Na+] (sodium hydroxide), C1CCOC1 (THF), BrC=1C=C(C=C(C1)OC)CC#N (2-(3-bromo-5-methoxyphenyl)acetonitrile), Cl (hydrochloric acid). Solvent: CO (Methanol), C(C)(=O)OCC (ethyl acetate). Reaction conditions: temperature 80 celsius. Product: BrC=1C=C(C=C(C1)OC)CCN (2-(3-bromo-5-methoxyphenyl)ethanamine). RXN SMILES: C1COCC1.[Br:6][C:7]1[CH:8]=[C:9]([CH2:15][C:16]#[N:17])[CH:10]=[C:11]([O:13][CH3:14])[CH:12]=1.Cl.[OH-].[Na+]>C(OCC)(=O)C.CO>[Br:6][C:7]1[CH:8]=[C:9]([CH2:15][CH2:16][NH2:17])[CH:10]=[C:11]([O:13][CH3:14])[CH:12]=1 |f:3.4|. Reported procedure: A borane-tetrahydrofuran complex (1 M, 73.6 mL) was added to a THF (36.8 mL) solution of Intermediate 3 at room temperature and the resulting mixture was stirred to reflux at 80° C. for 2 hours. Methanol (26 mL) and 1 N hydrochloric acid (26 mL) were added to the reaction mixture solution and the resulting mixture was stirred at room temperature for 1 hour. The resulting mixture was neutralized with 1 N aqueous sodium hydroxide solution followed by the addition of ethyl acetate (100 mL) to extra... Starting materials: C(C1=CC=CC=C1)N(CC1=CC=CC=C1)[C@H](C=O)C ((S)-2-(N,N-Dibenzylamino)-propionaldehyde), BrCCCCCCCCCCCCC (1-bromotridecane). Yields the product C(C1=CC=CC=C1)N(CC1=CC=CC=C1)[C@@H](C)[C@@H](CCCCCCCCCCCCC)O ((2S,3R)-2-(N,N-Dibenzylamino)-3-hexadecanol), oil. Yield: 30.0%. As a reaction SMILES: [CH2:1]([N:8]([C@@H:16]([CH3:19])[CH:17]=[O:18])[CH2:9][C:10]1[CH:15]=[CH:14][CH:13]=[CH:12][CH:11]=1)[C:2]1[CH:7]=[CH:6][CH:5]=[CH:4][CH:3]=1.Br[CH2:21][CH2:22][CH2:23][CH2:24][CH2:25][CH2:26][CH2:27][CH2:28][CH2:29][CH2:30][CH2:31][CH2:32][CH3:33]>>[CH2:9]([N:8]([C@H:16]([C@H:17]([OH:18])[CH2:33][CH2:32][CH2:31][CH2:30][CH2:29][CH2:28][CH2:27][CH2:26][CH2:25][CH2:24][CH2:23][CH2:22][CH3:21])[CH3:19])[CH2:1][C:2]1[CH:7]=[CH:6][CH:5]=[CH:4][CH:3]=1)[C:10]1[CH:15]=[CH:14][CH:13]=[CH:12][CH:11]=1. Reported procedure: According to the method of Example 26, from aldehyde 4 (332 mg, 1.31 mmol) and 1-bromotridecane (863 mg, 3.28 mmol), alcohol 33 was obtained as a colorless oil (172 mg, 30% yield). Reactants: Cn1c(C#N)ccc1-c1ccc2c(c1)C(C)(C)CC2=O, CC(=O)[O-], CCO, Cl, NO, [Na+], O. Product: Cn1c(C#N)ccc1-c1ccc2c(c1)C(C)(C)CC2=NO. RXN SMILES: [CH3:1][C:2]1([CH3:20])[CH2:3][C:4](=[O:19])[c:5]2[cH:6][cH:7][c:8](-[c:11]3[cH:12][cH:13][c:14]([C:17]#[N:18])[n:15]3[CH3:16])[cH:9][c:10]21.[CH3:22][C:23](=[O:24])[O-:25].[CH3:29][CH2:30][OH:31].[ClH:26].[NH2:27][OH:28].[Na+:21].[OH2:32]>>[CH3:1][C:2]1([CH3:20])[CH2:3][C:4](=[N:27][OH:28])[c:5]2[cH:6][cH:7][c:8](-[c:11]3[cH:12][cH:13][c:14]([C:17]#[N:18])[n:15]3[CH3:16])[cH:9][c:10]21. Reactants: Cc1cc(C)nc(CO)c1, ClC(Cl)Cl. The product is Cc1cc(C)nc(C=O)c1. RXN SMILES: [CH3:1][c:2]1[cH:3][c:4]([CH2:9][OH:10])[n:5][c:6]([CH3:8])[cH:7]1.[CH:11]([Cl:12])([Cl:13])[Cl:14]>>[CH3:1][c:2]1[cH:3][c:4]([CH:9]=[O:10])[n:5][c:6]([CH3:8])[cH:7]1. Starting materials: [BH3-]C#N, CC(C)(C)C(=O)O, CN, ClC(Cl)Cl, CC(C)O, O=Cc1ccccc1-c1cccc2cc(-c3nc(NCCn4ccnn4)ncc3F)sc12, C1COCCO1. Product: CNCc1ccccc1-c1cccc2cc(-c3nc(NCCn4ccnn4)ncc3F)sc12. As a reaction SMILES: [C:33](#[N:34])[BH3-:35].[CH3:36][C:37]([CH3:38])([CH3:39])[C:40]([OH:41])=[O:42].[CH3:43][NH2:44].[CH:51]([Cl:52])([Cl:53])[Cl:54].[CH:55]([OH:56])([CH3:57])[CH3:58].[F:1][c:2]1[c:3](-[c:16]2[cH:17][c:18]3[c:19]([s:20]2)[c:21](-[c:25]2[c:26]([CH:27]=[O:28])[cH:29][cH:30][cH:31][cH:32]2)[cH:22][cH:23][cH:24]3)[n:4][c:5]([NH:8][CH2:9][CH2:10][n:11]2[n:12][n:13][cH:14][cH:15]2)[n:6][cH:7]1.[O:45]1[CH2:46][CH2:47][O:48][CH2:49][CH2:50]1>>[F:1][c:2]1[c:3](-[c:16]2[cH:17][c:18]3[c:19]([s:20]2)[c:21](-[c:25]2[c:26]([CH2:27][NH:34][CH3:33])[cH:29][cH:30][cH:31][cH:32]2)[cH:22][cH:23][cH:24]3)[n:4][c:5]([NH:8][CH2:9][CH2:10][n:11]2[n:12][n:13][cH:14][cH:15]2)[n:6][cH:7]1.